From a dataset of the Open Reaction Database (ORD), a public repository of structured organic reaction records. describe an organic reaction: reactants, conditions, products, and yield The reactants are [Mg] (magnesium), [Cl-].[NH4+] (ammonium chloride), ClC1=CC=2C(C3=CC=CC=C3SC2C=C1)=O (2-chloro-9-thioxanthone), ClC1CCC2CCCCN2C1 (3-chloroquinolizidine), Grignard reagent. Reagents/catalysts: C(C)Br (ethyl bromide). The solvent is O1CCCC1 (tetrahydrofuran), O1CCCC1 (tetrahydrofuran), O1CCCC1 (tetrahydrofuran). Run at temperature 0 celsius. Yields the product ClC1=CC=2C(C3=CC=CC=C3SC2C=C1)(O)C1CCC2CCCCN2C1 (2-chloro-9-(3-quinolizidinyl)-9-hydroxythioxanthene). As a reaction SMILES: [Mg].Cl[CH:3]1[CH2:12][N:11]2[CH:6]([CH2:7][CH2:8][CH2:9][CH2:10]2)[CH2:5][CH2:4]1.[Cl:13][C:14]1[CH:27]=[CH:26][C:25]2[S:24][C:23]3[C:18](=[CH:19][CH:20]=[CH:21][CH:22]=3)[C:17](=[O:28])[C:16]=2[CH:15]=1.[Cl-].[NH4+]>C(Br)C.O1CCCC1>[Cl:13][C:14]1[CH:27]=[CH:26][C:25]2[S:24][C:23]3[C:18](=[CH:19][CH:20]=[CH:21][CH:22]=3)[C:17]([CH:3]3[CH2:12][N:11]4[CH:6]([CH2:7][CH2:8][CH2:9][CH2:10]4)[CH2:5][CH2:4]3)([OH:28])[C:16]=2[CH:15]=1 |f:3.4|. Procedure: Several drops of ethyl bromide were added to a stirred suspension of 1.29 g. (0.054 g.-atom) of magnesium turnings in 5 ml. of tetrahydrofuran under a nitrogen atmosphere. After the reaction began 9.3 g. (0.054 mole) of 3-chloroquinolizidine in 100 ml. of tetrahydrofuran was added. After the addition was completed the mixture was stirred and refluxed for one hour and cooled to 0° C. To the chilled suspension of the Grignard reagent was added a solution of 12.55 g. (0.051 mole) of 2-chloro-9-thio... Reactants: C1(=CC=CC=C1)C1(CC1)C1=CC=C2C(=N1)SC=N2 (5-(1-phenylcyclopropyl)thiazolo[5,4-b]pyridine), BrC1=C(C=C(C#N)C=C1)C (4-bromo-3-methylbenzonitrile), S1N=NC2=C1C=CC=C2 (azabenzothiazole). Yields the product CC=1C=C(C#N)C=CC1C=1SC2=NC(=CC=C2N1)C1(CC1)C1=CC=CC=C1 (3-Methyl-4-(5-(1-phenylcyclopropyl)thiazolo[5,4-b]pyridine-2-yl)benzonitrile). RXN SMILES: [C:1]1([C:7]2([C:10]3[N:15]=[C:14]4[S:16][CH:17]=[N:18][C:13]4=[CH:12][CH:11]=3)[CH2:9][CH2:8]2)[CH:6]=[CH:5][CH:4]=[CH:3][CH:2]=1.Br[C:20]1[CH:27]=[CH:26][C:23]([C:24]#[N:25])=[CH:22][C:21]=1[CH3:28].S1C2C=CC=CC=2N=N1>>[CH3:28][C:21]1[CH:22]=[C:23]([CH:26]=[CH:27][C:20]=1[C:17]1[S:16][C:14]2[C:13]([N:18]=1)=[CH:12][CH:11]=[C:10]([C:7]1([C:1]3[CH:6]=[CH:5][CH:4]=[CH:3][CH:2]=3)[CH2:8][CH2:9]1)[N:15]=2)[C:24]#[N:25]. Procedure: 3-Methyl-4-(5-(1-phenylcyclopropyl)thiazolo[5,4-b]pyridine-2-yl)benzonitrile was synthesized from 5-(1-phenylcyclopropyl)thiazolo[5,4-b]pyridine (48.3 mg, 191 μmol) and 4-bromo-3-methylbenzonitrile (45.0 mg, 230 μmol) according to Reference T and the general procedure for azabenzothiazole 2-arylation as a light yellow solid. MS (ESI) m/z: Calculated: 367.1; Observed: 368.1 (M++1).